Dataset: the Open Reaction Database (ORD), a public repository of structured organic reaction records. Task: describe an organic reaction: reactants, conditions, products, and yield The reactants are C1(=CC=CC=2C3=CC=CC=C3CC12)C(=O)O (9H-fluorene-1-carboxylic acid), CC=1N=CN(C1C)C=1C=C(N)C=CC1 (3-(4,5-dimethylimidazol-1-yl)aniline), Cl.C(C)N=C=NCCCN(C)C (1-ethyl-3-(3-dimethylaminopropyl)carbodiimide hydrochloride). Reagents/catalysts: CN(C1=CC=NC=C1)C (4-dimethylaminopyridine). Run in ClCCl (dichloromethane), ClCCl (dichloromethane). Reaction conditions: time 24 hour. Yields the product CC=1N=CN(C1C)C=1C=C(C=CC1)NC(=O)C1=CC=CC=2C3=CC=CC=C3CC12 (N-[3-(4,5-dimethylimidazol-1-yl)-phenyl]-9H-fluorene-1-carboxamide). Yield: 64.6%. RXN SMILES: [C:1]1([C:14](O)=[O:15])[C:13]2[CH2:12][C:11]3[C:6](=[CH:7][CH:8]=[CH:9][CH:10]=3)[C:5]=2[CH:4]=[CH:3][CH:2]=1.[CH3:17][C:18]1[N:19]=[CH:20][N:21]([C:24]2[CH:25]=[C:26]([CH:28]=[CH:29][CH:30]=2)[NH2:27])[C:22]=1[CH3:23].Cl.C(N=C=NCCCN(C)C)C>ClCCl.CN(C)C1C=CN=CC=1>[CH3:17][C:18]1[N:19]=[CH:20][N:21]([C:24]2[CH:25]=[C:26]([NH:27][C:14]([C:1]3[C:13]4[CH2:12][C:11]5[C:6](=[CH:7][CH:8]=[CH:9][CH:10]=5)[C:5]=4[CH:4]=[CH:3][CH:2]=3)=[O:15])[CH:28]=[CH:29][CH:30]=2)[C:22]=1[CH3:23] |f:2.3|. Procedure details: To a suspension of 9H-fluorene-1-carboxylic acid (106 mg) and 3-(4,5-dimethylimidazol-1-yl)aniline (94 mg) in dichloromethane (2 ml) were added 1-ethyl-3-(3-dimethylaminopropyl)carbodiimide hydrochloride (135 mg) and 4-dimethylaminopyridine (31 mg), and the mixture was stirred for 24 hours. The mixture was diluted with dichloromethane and washed with water and brine. The mixture was dried over magnesium sulfate and evaporated under reduced pressure. The residue was triturated with methanol, and ... Starting materials: CC(C)CBr, O=C([O-])[O-], [Na+], [Na+], CN(C)C=O, CNC(=O)c1c(-c2ccc(F)cc2)oc2ccc(-c3cccc(-c4nnn[nH]4)c3)cc12. The product is CNC(=O)c1c(-c2ccc(F)cc2)oc2ccc(-c3cccc(-c4nnn(CC(C)C)n4)c3)cc12. Reaction SMILES: [Br:1][CH2:2][CH:3]([CH3:4])[CH3:5].[C:37](=[O:38])([O-:39])[O-:40].[Na+:41].[Na+:42].[O:43]=[CH:44][N:45]([CH3:46])[CH3:47].[nH:6]1[n:7][n:8][n:9][c:10]1-[c:11]1[cH:12][c:13](-[c:17]2[cH:18][cH:19][c:20]3[c:21]([c:22]([C:32](=[O:33])[NH:34][CH3:35])[c:23](-[c:25]4[cH:26][cH:27][c:28]([F:31])[cH:29][cH:30]4)[o:24]3)[cH:36]2)[cH:14][cH:15][cH:16]1>>[CH2:2]([CH:3]([CH3:4])[CH3:5])[n:7]1[n:6][c:10](-[c:11]2[cH:12][c:13](-[c:17]3[cH:18][cH:19][c:20]4[c:21]([c:22]([C:32](=[O:33])[NH:34][CH3:35])[c:23](-[c:25]5[cH:26][cH:27][c:28]([F:31])[cH:29][cH:30]5)[o:24]4)[cH:36]3)[cH:14][cH:15][cH:16]2)[n:9][n:8]1. Starting materials: [BH4-].[Na+] (Sodium borohydride), COC(C(CCN1C[C@H](C2(CC2)CC1)O)N1C(C(N(CC1)C1=CC(=CC=C1)OC(F)(F)F)C)=O)=O (4-((S)-4-hydroxy-6-aza-spiro[2.5]oct-6-yl)-2-[3-methyl-2-oxo-4-(3-trifluoromethoxy-phenyl)-piperazin-1-yl]-butyric acid methyl ester), OS(=O)(=O)[O-].[K+] (KHSO4), C(Cl)Cl (CH2Cl2), [BH4-].[Na+] (sodium borohydride), [BH4-].[Na+] (sodium borohydride). Solvent: CCO (EtOH). Reaction conditions: temperature 60 celsius. The product is O[C@H]1C2(CC2)CCN(C1)CCC(C(=O)O)N1C(C(N(CC1)C1=CC(=CC=C1)OC(F)(F)F)C)=O (4-((S)-4-hydroxy-6-aza-spiro[2.5]oct-6-yl)-2-[3-methyl-2-oxo-4-(3-trifluoromethoxy-phenyl)-piperazin-1-yl]-butyric acid). RXN SMILES: [BH4-].[Na+].C[O:4][C:5](=[O:37])[CH:6]([N:18]1[CH2:23][CH2:22][N:21]([C:24]2[CH:29]=[CH:28][CH:27]=[C:26]([O:30][C:31]([F:34])([F:33])[F:32])[CH:25]=2)[CH:20]([CH3:35])[C:19]1=[O:36])[CH2:7][CH2:8][N:9]1[CH2:16][CH2:15][C:12]2([CH2:14][CH2:13]2)[C@H:11]([OH:17])[CH2:10]1.OS([O-])(=O)=O.[K+].C(Cl)Cl>CCO>[OH:17][C@@H:11]1[CH2:10][N:9]([CH2:8][CH2:7][CH:6]([N:18]2[CH2:23][CH2:22][N:21]([C:24]3[CH:29]=[CH:28][CH:27]=[C:26]([O:30][C:31]([F:34])([F:33])[F:32])[CH:25]=3)[CH:20]([CH3:35])[C:19]2=[O:36])[C:5]([OH:37])=[O:4])[CH2:16][CH2:15][C:12]21[CH2:14][CH2:13]2 |f:0.1,3.4|. Reported procedure: Sodium borohydride (11 mg, 0.28 mmol) was added at RT to a solution of 4-((S)-4-hydroxy-6-aza-spiro[2.5]oct-6-yl)-2-[3-methyl-2-oxo-4-(3-trifluoromethoxy-phenyl)-piperazin-1-yl]-butyric acid methyl ester (70 mg, 0.14 mmol) in EtOH (2 mL), then after 16 min another portion of sodium borohydride (11 mg, 0.28 mmol) was added. After 24 h another portion of sodium borohydride (30 mg, 0.80 mmol) was added and the reaction mixture heated at 60° C. for 6 h. After cooling 10% aq. KHSO4 solution and CH2Cl... The reactants are CC=1C=CC=C(C1C(=O)N)N (6-methylanthranilamide), ClC=1SC=CN1 (2-chlorothiazole), N (ammonia). Run in O (Water). Reaction conditions: temperature 140 celsius. Product: CC1=C2C(N3C(=NC2=CC=C1)SC=C3)=O (6-methyl-5H-thiazolo-(2,3-b)-quinazolin-5-one). Isolated yield 68.8%. As a reaction SMILES: [CH3:1][C:2]1[CH:3]=[CH:4][CH:5]=[C:6]([NH2:11])[C:7]=1[C:8]([NH2:10])=[O:9].Cl[C:13]1[S:14][CH:15]=[CH:16]N=1.N>O>[CH3:1][C:2]1[CH:3]=[CH:4][CH:5]=[C:6]2[C:7]=1[C:8](=[O:9])[N:10]1[CH:16]=[CH:15][S:14][C:13]1=[N:11]2. Procedure: While stirring, 22.5 g of 6-methylanthranilamide was added to 18 g of 2-chlorothiazole. The reaction mixture was heated over a 20-minute period to 140° C. and stirred for 4 hours. Water was added to the reaction mixture, and a pH of 10 was set by adding 25% strength ammonia solution. Working up in the conventional manner gave 22.3 g (69%) of compound 3; m.p. 148°-150° C. Reaction SMILES: [F:1][C:2]1[C:7]2[C:8](=[O:20])[C:9]([C:12]3[CH:17]=[CH:16][C:15]([O:18]C)=[CH:14][CH:13]=3)=[CH:10][O:11][C:6]=2[CH:5]=[C:4]([O:21]C)[CH:3]=1.Cl.N1C=CC=CC=1.Cl>>[F:1][C:2]1[C:7]2[C:8](=[O:20])[C:9]([C:12]3[CH:13]=[CH:14][C:15]([OH:18])=[CH:16][CH:17]=3)=[CH:10][O:11][C:6]=2[CH:5]=[C:4]([OH:21])[CH:3]=1 |f:1.2|. The reactants are FC1=CC(=CC2=C1C(C(=CO2)C2=CC=C(C=C2)OC)=O)OC (5-fluoro-7-methoxy-3-(4-methoxyphenyl)-4-oxo-4H-1-benzopyran), Cl.N1=CC=CC=C1 (pyridine hydrochloride), Cl (hydrochloric acid). Procedure details: A mixture of 5-fluoro-7-methoxy-3-(4-methoxyphenyl)-4-oxo-4H-1-benzopyran (132 mg) and pyridine hydrochloride (2 g) in a test tube was heated in an oil bath (preheated at 200° C.). The mixture melted, was stirred at 200° C. for 40 min and cooled. The residue was poured into 1N hydrochloric acid. The solids were filtered, washed with water and ether, and dried under high vacuum to give the title compound as a beige powder (82 mg). 1H NMR (DMSO-d6): 11.19 (s br, 1H), 9.55 (s br, 1H); 8.22 (s, 1H),... Isolated yield 68.5%. Yields the product FC1=CC(=CC2=C1C(C(=CO2)C2=CC=C(C=C2)O)=O)O (5-fluoro-7-hydroxy-3-(4-hydroxyphenyl)-4-oxo-4H-1-benzopyran). Reaction conditions: temperature 200 celsius, time 40 minute. Starting materials: C(C)(=O)OC(C)=O (acetic anhydride), C(=O)O (formic acid), Br.C(CC)N(C1CC2=CC(=C(C=C2CC1)O)N)CCC (2-dipropylamino-7-amino-6-hydroxy-1,2,3,4-tetrahydronaphthalene hydrobromide). Solvent: C(C)OCC (diethyl ether). Conditions: temperature 0 celsius, time 15 minute. Yields the product Br.C(CC)N(C1CC2=CC(=C(C=C2CC1)O)NC=O)CCC (2-dipropylamino-7-formylamino-6-hydroxy-1,2,3,4-tetrahydronaphthalene hydrobromide). As a reaction SMILES: C(OC(=O)C)(=O)C.[CH:8]([OH:10])=O.[BrH:11].[CH2:12]([N:15]([CH2:28][CH2:29][CH3:30])[CH:16]1[CH2:25][CH2:24][C:23]2[C:18](=[CH:19][C:20]([NH2:27])=[C:21]([OH:26])[CH:22]=2)[CH2:17]1)[CH2:13][CH3:14]>C(OCC)C>[BrH:11].[CH2:28]([N:15]([CH2:12][CH2:13][CH3:14])[CH:16]1[CH2:25][CH2:24][C:23]2[C:18](=[CH:19][C:20]([NH:27][CH:8]=[O:10])=[C:21]([OH:26])[CH:22]=2)[CH2:17]1)[CH2:29][CH3:30] |f:2.3,5.6|. Reported procedure: 0.7 ml of acetic anhydride is added to 3 ml of 98% formic acid, kept at 0° C., and the whole is left for 15 minutes at 0° C. 2.2 g of 2-dipropylamino-7-amino-6-hydroxy-1,2,3,4-tetrahydronaphthalene hydrobromide are then added thereto and the mixture is then stirred for one hour at 0° C. After 50 ml of diethyl ether have been added and the solid has been filtered off, the latter is recrystallised from a 50/50 methanol/ethyl acetate mixture. This gives 1 g of the final product melting at 213° C. (...